Dataset: the Open Reaction Database (ORD), a public repository of structured organic reaction records. Task: describe an organic reaction: reactants, conditions, products, and yield The reactants are C(C=1C(N)=CC=CC1)(=O)OC1CC(CCC1C(C)C)C (Menthyl Anthranilate), C(C=1C(O)=CC=CC1)(=O)[O-] (Salicylate). The product is C1=CC(=CC=C1C(=O)O)N (PABA). RXN SMILES: C(OC1C(C(C)C)CCC(C)C1)(=O)C1C(=CC=CC=1)[NH2:4].[C:21]([O-:30])(=[O:29])[C:22]1[C:23](=[CH:25][CH:26]=[CH:27][CH:28]=1)O>>[CH:23]1[C:22]([C:21]([OH:30])=[O:29])=[CH:28][CH:27]=[C:26]([NH2:4])[CH:25]=1. Procedure: Menthyl Anthranilate or Salicylate Starting materials: CCOC(=O)c1cc2cnc(SC)nc2nc1N, CCO, ClC(Cl)Cl, O=S(=O)(Cl)Cl. Yields the product CCOC(=O)c1cc2cnc(Cl)nc2nc1N. As a reaction SMILES: [CH2:1]([CH3:2])[O:3][C:4](=[O:5])[c:6]1[cH:7][c:8]2[c:9]([n:10][c:11]([S:14][CH3:15])[n:12][cH:13]2)[n:16][c:17]1[NH2:18].[CH3:24][CH2:25][OH:26].[CH:27]([Cl:28])([Cl:29])[Cl:30].[S:19]([Cl:20])(=[O:21])([Cl:22])=[O:23]>>[CH2:1]([CH3:2])[O:3][C:4](=[O:5])[c:6]1[cH:7][c:8]2[c:9]([n:10][c:11]([Cl:22])[n:12][cH:13]2)[n:16][c:17]1[NH2:18]. Isolated yield 97.0%. Run at temperature 0 celsius, time 15 minute. Procedure: 22 ml (0.036 mol) of a 1.6 molar n-butyl-lithium solution are added at -78° C. with stirring to a mixture of 6.9 g (0.036 mol) of 4-bromochlorobenzene and 70 ml of diethyl ether. The reaction mixture is warmed to 0° C. and stirred at this temperature for 15 minutes. After cooling to -78° C. again, a solution of 4.8 g (0.03 mol) of N-methoxy-N-methyl-1-methoxycyclopropane-carboxamide in 20 ml of diethyl ether is added rapidly. The mixture is then subsequently stirred at -78° C., at 0° C. and at r... Yields the product ClC1=CC=C(C=C1)C(=O)C1(CC1)C (1-methycyclopropyl 4-chlorophenyl ketone). Run in C(C)OCC (diethyl ether), C(C)OCC (diethyl ether). Reactants: C(CCC)[Li] (n-butyl-lithium), CON(C(=O)C1(CC1)OC)C (N-methoxy-N-methyl-1-methoxycyclopropane-carboxamide), BrC1=CC=C(C=C1)Cl (4-bromochlorobenzene), C(C)(=O)OCC (ethyl acetate), ice water. RXN SMILES: [CH2:1]([Li])CCC.Br[C:7]1[CH:12]=[CH:11][C:10]([Cl:13])=[CH:9][CH:8]=1.CON(C)[C:17]([C:19]1(OC)[CH2:21][CH2:20]1)=[O:18].C(OCC)(=O)C>C(OCC)C>[Cl:13][C:10]1[CH:11]=[CH:12][C:7]([C:17]([C:19]2([CH3:1])[CH2:21][CH2:20]2)=[O:18])=[CH:8][CH:9]=1. Starting materials: NC1=C(C(=O)N)C=C(C=C1)N(C)C (2-Amino-5-(N,N-dimethylamino)benzamide), N1CCOCC1 (morpholine). Yields the product NC1=C(C(=O)N)C=C(C=C1)N1CCOCC1 (2-Amino-5-morpholinylbenzamide). As a reaction SMILES: [NH2:1][C:2]1[CH:10]=[CH:9][C:8]([N:11]([CH3:13])[CH3:12])=[CH:7][C:3]=1[C:4]([NH2:6])=[O:5].N1C[CH2:18][O:17][CH2:16]C1>>[NH2:1][C:2]1[CH:10]=[CH:9][C:8]([N:11]2[CH2:13][CH2:18][O:17][CH2:16][CH2:12]2)=[CH:7][C:3]=1[C:4]([NH2:6])=[O:5]. Reported procedure: According to the preparation of compound 25, morpholine was used to afford 29 (0.8 g) as brown powder; MS m/z 221 (M+). Reactants: N(=[N+]=[N-])C1=C(C(N(C2=CC=CC=C12)C)=O)[N+](=O)[O-] (4-azido-1-methyl-3-nitro-1H-quinolin-2-one). The reagents and catalysts are [Pd] (Pd/C). The solvent is CCO (EtOH). Reaction conditions: time 1 hour. Yields the product NC=1C(N(C2=CC=CC=C2C1N)C)=O (3,4-diamino-1-methyl-1H-quinolin-2-one). Isolated yield 92.0%. As a reaction SMILES: [N:1]([C:4]1[C:13]2[C:8](=[CH:9][CH:10]=[CH:11][CH:12]=2)[N:7]([CH3:14])[C:6](=[O:15])[C:5]=1[N+:16]([O-])=O)=[N+]=[N-]>CCO.[Pd]>[NH2:16][C:5]1[C:6](=[O:15])[N:7]([CH3:14])[C:8]2[C:13]([C:4]=1[NH2:1])=[CH:12][CH:11]=[CH:10][CH:9]=2. Reported procedure: A solution of 4-azido-1-methyl-3-nitro-1H-quinolin-2-one (1.0 g, 4.08 mmol) in EtOH (40 mL) was hydrogenated at 1 atm over 10% Pd/C (0.781 g, 0.734 mmol) at room temperature. After 1 h, the reaction vessel was purged with nitrogen, and the catalyst was removed by filtration, rinsing with MeOH. The filtrate was concentrated in vacuo, to give 0.71 g (92%) of 3,4-diamino-1-methyl-1H-quinolin-2-one. 1H-NMR (DMSO): δ 7.82 (d, 1H, J=7.2 Hz), 7.39 (m, 2H), 7.19 (t, 1H, J=2.4 Hz), 5.48 (s, 2H), 4.35 (s,... The reactants are CC=1C=C2C(CCOC2=CC1)=O (6-Methylchroman-4-one), Cl.O(C)N (Methoxylamine hydrochloride). Run in N1=CC=CC=C1 (pyridine). Reaction conditions: time 16 hour. Product: CON=C1CCOC2=CC=C(C=C12)C (6-Methylchroman-4-one O-methyl oxime). As a reaction SMILES: [CH3:1][C:2]1[CH:3]=[C:4]2[C:9](=[CH:10][CH:11]=1)[O:8][CH2:7][CH2:6][C:5]2=O.Cl.[O:14]([NH2:16])[CH3:15]>N1C=CC=CC=1>[CH3:15][O:14][N:16]=[C:5]1[C:4]2[C:9](=[CH:10][CH:11]=[C:2]([CH3:1])[CH:3]=2)[O:8][CH2:7][CH2:6]1 |f:1.2|. Procedure: 6-Methylchroman-4-one (Aldrich, 3.24 g, 20 mmol) was dissolved in pyridine (15 mL). Methoxylamine hydrochloride (1.84 g, 22 mmol) was added and the mixture stirred for 16 hours at ambient temperature. The pyridine was removed under reduced pressure, and the residue was added to water and diethyl ether. The aqueous layer was extracted with diethyl ether, and the combined organic layers washed with 1N sodium hydroxide and 1N hydrochloric acid and then dried with magnesium sulfate and filtered. The... Reactants: O (Water), ClC1=CC=C(S1)S(=O)(=O)NOC (5-chloro-N-methoxy-2-thiophenesulfonamide), ClC1=C(C#N)C=C(C=C1)[N+](=O)[O-] (2-chloro-5-nitrobenzonitrile), [H-].[Na+] (sodium hydride). Solvent: CN(C)C=O (DMF). Yields the product ClC1=CC=C(S1)S(=O)(=O)N(OC)C1=C(C=C(C=C1)[N+](=O)[O-])C#N (5-Chloro-N-(2-cyano-4-nitrophenyl)-N-methoxy-2-thiophenesulfonamide). Yield: 54.3%. RXN SMILES: [Cl:1][C:2]1[S:6][C:5]([S:7]([NH:10][O:11][CH3:12])(=[O:9])=[O:8])=[CH:4][CH:3]=1.Cl[C:14]1[CH:21]=[CH:20][C:19]([N+:22]([O-:24])=[O:23])=[CH:18][C:15]=1[C:16]#[N:17].[H-].[Na+].O>CN(C=O)C>[Cl:1][C:2]1[S:6][C:5]([S:7]([N:10]([C:14]2[CH:21]=[CH:20][C:19]([N+:22]([O-:24])=[O:23])=[CH:18][C:15]=2[C:16]#[N:17])[O:11][CH3:12])(=[O:9])=[O:8])=[CH:4][CH:3]=1 |f:2.3|. Reported procedure: To a solution of 5-chloro-N-methoxy-2-thiophenesulfonamide (0.46 g (2.02 mmol)) and 2-chloro-5-nitrobenzonitrile (0.45 g (2.46 mol)) in DMF (3.0 ml), sodium hydride (60%, 0.09 g (2.25 mmol)) was added bit by bit under cooling with ice and with stirring and the mixture was stirred under cooling with ice for one hour and at room temperature for one hour. Water was added to the reaction mixture and the resulting mixture was extracted with ethyl acetate. The extract was washed with water, dried over... Starting materials: C(C)(C)(C)OC(=O)N1CCN(CC1)C(=O)OCCCC (piperazine-1,4-dicarboxylic acid butyl ester tert-butyl ester), C(=O)(C(F)(F)F)O (TFA). Run in ClCCl (dichloromethane). Run at time 12 hour. Product: C(CCC)OC(=O)N1CCNCC1 (piperazine-1-carboxylic acid butyl ester). As a reaction SMILES: C(OC([N:8]1[CH2:13][CH2:12][N:11]([C:14]([O:16][CH2:17][CH2:18][CH2:19][CH3:20])=[O:15])[CH2:10][CH2:9]1)=O)(C)(C)C.C(O)(C(F)(F)F)=O>ClCCl>[CH2:17]([O:16][C:14]([N:11]1[CH2:12][CH2:13][NH:8][CH2:9][CH2:10]1)=[O:15])[CH2:18][CH2:19][CH3:20]. Reported procedure: To a solution of 18.0 g piperazine-1,4-dicarboxylic acid butyl ester tert-butyl ester in 70 ml dichloromethane were added 23 ml TFA. After stirring for 12 h the solution was concentrated and the residue codistilled with toluene twice. Yield: 18.5 g. The reactants are ClC(=C(C)C)N(C)C (1-Chloro-N,N,2-trimethyl-1-propenylamine), N1(CCC1)C(=O)C=1N=CC(=NC1)OC=1C=C(C(=O)O)C=C(C1)O[C@@H](COC)C (3-{[5-(azetidin-1-ylcarbonyl)pyrazin-2-yl]oxy}-5-{[(1R)-1-methyl-2-(methyloxy)ethyl]oxy}benzoic acid), NC1=NC=C(N=C1)C (2-Amino-5-methylpyrazine), N1=CC=CC=C1 (pyridine). Solvent: C(Cl)Cl (DCM). Reaction conditions: time 40 minute. Yields the product N1(CCC1)C(=O)C=1N=CC(=NC1)OC=1C=C(C(=O)NC2=NC=C(N=C2)C)C=C(C1)O[C@@H](COC)C (3-{[5-(Azetidin-1-ylcarbonyl)pyrazin-2-yl]oxy}-5-{[(1R)-1-methyl-2-(methyloxy)ethyl]oxy}-N-(5-methylpyrazin-2-yl)benzamide). Isolated yield 68.3%. RXN SMILES: ClC(N(C)C)=C(C)C.[N:9]1([C:13]([C:15]2[N:16]=[CH:17][C:18]([O:21][C:22]3[CH:23]=[C:24]([CH:28]=[C:29]([O:31][C@H:32]([CH3:36])[CH2:33][O:34][CH3:35])[CH:30]=3)[C:25]([OH:27])=O)=[N:19][CH:20]=2)=[O:14])[CH2:12][CH2:11][CH2:10]1.[NH2:37][C:38]1[CH:43]=[N:42][C:41]([CH3:44])=[CH:40][N:39]=1.N1C=CC=CC=1>C(Cl)Cl>[N:9]1([C:13]([C:15]2[N:16]=[CH:17][C:18]([O:21][C:22]3[CH:23]=[C:24]([CH:28]=[C:29]([O:31][C@H:32]([CH3:36])[CH2:33][O:34][CH3:35])[CH:30]=3)[C:25]([NH:37][C:38]3[CH:43]=[N:42][C:41]([CH3:44])=[CH:40][N:39]=3)=[O:27])=[N:19][CH:20]=2)=[O:14])[CH2:12][CH2:11][CH2:10]1. Procedure details: 1-Chloro-N,N,2-trimethyl-1-propenylamine (0.042 mL, 0.31 mmol) was added to a solution of 3-{[5-(azetidin-1-ylcarbonyl)pyrazin-2-yl]oxy}-5-{[(1R)-1-methyl-2-(methyloxy)ethyl]oxy}benzoic acid (0.102 g, 0.0.31 mmol) in DCM (3 mL) under argon and stirred at RT for 40 minutes. 2-Amino-5-methylpyrazine (57 mg, 0.52 mmol) and pyridine (0.043 mL, 0.52 mmol) were added and the reaction stirred for a further 3 hours. The solvent was removed in vacuo and the residue taken up in ethyl acetate (30 mL), wash... Starting materials: C1(CCCC1)NC(NN)=S (4-cyclopentyl-3-thiosemicarbazide), ClC(C(=O)OCC)C(=O)C (ethyl 2-chloroacetoacetate). Run in C(C)O (ethanol). Run at time 18 hour. Yields the product Cl.C1(CCCC1)NC1=NNC(=C1C(=O)OCC)C (3-(Cyclopentylamino)-5-methyl-1H-pyrazole-4-carboxylic acid, ethyl ester hydrochloride). Isolated yield 53.4%. RXN SMILES: [CH:1]1([NH:6][C:7](=S)[NH:8][NH2:9])[CH2:5][CH2:4][CH2:3][CH2:2]1.[Cl:11][CH:12]([C:18]([CH3:20])=O)[C:13]([O:15][CH2:16][CH3:17])=[O:14]>C(O)C>[ClH:11].[CH:1]1([NH:6][C:7]2[C:12]([C:13]([O:15][CH2:16][CH3:17])=[O:14])=[C:18]([CH3:20])[NH:9][N:8]=2)[CH2:5][CH2:4][CH2:3][CH2:2]1 |f:3.4|. Procedure details: A stirred slurry of 8.3 g (0.052 mole) of 4-cyclopentyl-3-thiosemicarbazide in 50 mL of absolute ethanol under nitrogen atmosphere was treated with 8.6 g (0.052 mole) of ethyl 2-chloroacetoacetate. The reaction mixture which, after filtering, turned pale yellow, was stirred for 18 hr at ambient temperature, treated with 20 mL of 2N ethanolic hydrogen chloride and heated at reflux for 1 hr. The reaction mixture was filtered hot and the filtrate concentrated in vacuo to a yellow-orange solid. Most...